Dataset: the Open Reaction Database (ORD), a public repository of structured organic reaction records. Task: describe an organic reaction: reactants, conditions, products, and yield The reactants are CC(=O)c1ccc(S(=O)(=O)NCCCn2ccnc2)cc1, COc1cc(OC)c(N2CCCC2)cc1C=O, C[O-], CO, [Li+], CN(C)C=O. The product is COc1cc(OC)c(N2CCCC2)cc1C=CC(=O)c1ccc(S(=O)(=O)NCCCn2ccnc2)cc1. As a reaction SMILES: [C:1]([CH3:2])(=[O:3])[c:4]1[cH:5][cH:6][c:7]([S:10](=[O:11])(=[O:12])[NH:13][CH2:14][CH2:15][CH2:16][n:17]2[cH:18][n:19][cH:20][cH:21]2)[cH:8][cH:9]1.[CH3:22][O:23][c:24]1[c:25]([CH:26]=[O:27])[cH:28][c:29]([N:34]2[CH2:35][CH2:36][CH2:37][CH2:38]2)[c:30]([O:32][CH3:33])[cH:31]1.[CH3:39][O-:40].[CH3:47][OH:48].[Li+:41].[O:42]=[CH:43][N:44]([CH3:45])[CH3:46]>>[C:1]([CH:2]=[CH:26][c:25]1[c:24]([O:23][CH3:22])[cH:31][c:30]([O:32][CH3:33])[c:29]([N:34]2[CH2:35][CH2:36][CH2:37][CH2:38]2)[cH:28]1)(=[O:3])[c:4]1[cH:5][cH:6][c:7]([S:10](=[O:11])(=[O:12])[NH:13][CH2:14][CH2:15][CH2:16][n:17]2[cH:18][n:19][cH:20][cH:21]2)[cH:8][cH:9]1.